This data is from the Open Reaction Database (ORD), a public repository of structured organic reaction records. The task is: describe an organic reaction: reactants, conditions, products, and yield Reactants: Cl.C(CCCCCCCCCCCCCCC)NC1=CC=C(CCC(=O)Cl)C=C1 (4-(hexadecylamino)hydrocinnamoyl chloride hydrochloride), C(C1=CC=CC=C1)O (benzyl alcohol). The reagents and catalysts are CN(C1=CC=NC=C1)C (4-dimethylaminopyridine). Run in C(Cl)Cl (methylene chloride). Yields the product C(CCCCCCCCCCCCCCC)NC1=CC=C(CCC(=O)OCC2=CC=CC=C2)C=C1 (benzyl 4-(hexadecylamino)hydrocinnamate). Reaction SMILES: Cl.[CH2:2]([NH:18][C:19]1[CH:29]=[CH:28][C:22]([CH2:23][CH2:24][C:25](Cl)=[O:26])=[CH:21][CH:20]=1)[CH2:3][CH2:4][CH2:5][CH2:6][CH2:7][CH2:8][CH2:9][CH2:10][CH2:11][CH2:12][CH2:13][CH2:14][CH2:15][CH2:16][CH3:17].[CH2:30]([OH:37])[C:31]1[CH:36]=[CH:35][CH:34]=[CH:33][CH:32]=1>CN(C)C1C=CN=CC=1.C(Cl)Cl>[CH2:2]([NH:18][C:19]1[CH:29]=[CH:28][C:22]([CH2:23][CH2:24][C:25]([O:37][CH2:30][C:31]2[CH:36]=[CH:35][CH:34]=[CH:33][CH:32]=2)=[O:26])=[CH:21][CH:20]=1)[CH2:3][CH2:4][CH2:5][CH2:6][CH2:7][CH2:8][CH2:9][CH2:10][CH2:11][CH2:12][CH2:13][CH2:14][CH2:15][CH2:16][CH3:17] |f:0.1|. Procedure: A sample of 10.0 g. of 4-(hexadecylamino)hydrocinnamoyl chloride hydrochloride is treated with 9.5 g. of 4-dimethylaminopyridine and 2.5 g. of benzyl alcohol in 80 ml. of methylene chloride and the solution is heated to reflux for 4 hours. The reaction solution is then cooled, washed twice with water and dried over magnesium sulfate. The methylene chloride solution is passed through a pad of alumina. The filtrate is concentrated and the residue recrystallized from chloroform-hexane to yield benz... Reactants: CC(=O)[O-], CC(=O)[O-], CC(=O)[O-], CC(=O)[O-], CC(=O)OC(C)=O, CCCCC, CCCC[Sn](C=CC(C)(C)c1ccc(Cl)cc1)(CCCC)CCCC, [Pb+4]. Yields the product C#CC(C)(C)c1ccc(Cl)cc1. RXN SMILES: [C:26]([O-:27])(=[O:28])[CH3:29].[C:30]([O-:31])(=[O:32])[CH3:33].[C:34]([O-:35])(=[O:36])[CH3:37].[C:38]([O-:39])(=[O:40])[CH3:41].[CH3:43][C:44]([O:45][C:46](=[O:47])[CH3:48])=[O:49].[CH3:50][CH2:51][CH2:52][CH2:53][CH3:54].[Cl:1][c:2]1[cH:3][cH:4][c:5]([C:8]([CH:9]=[CH:10][Sn:11]([CH2:12][CH2:13][CH2:14][CH3:15])([CH2:16][CH2:17][CH2:18][CH3:19])[CH2:20][CH2:21][CH2:22][CH3:23])([CH3:24])[CH3:25])[cH:6][cH:7]1.[Pb+4:42]>>[Cl:1][c:2]1[cH:3][cH:4][c:5]([C:8]([C:9]#[CH:10])([CH3:24])[CH3:25])[cH:6][cH:7]1. Reactants: N1C(=O)C(=O)C2=CC=CC=C12 (isatin), C(C)(=O)[O-].[Na+] (sodium acetate), COC1=CC=C(C=C1)CC(=O)O (p-methoxyphenylacetic acid). Reaction conditions: temperature 175 celsius. Yields the product COC1=CC=C(C=C1)C=1C(NC2=CC=CC=C2C1C(=O)O)=O (3-(4-methoxyphenyl)-2-oxo-1,2-dihydroquinolin-4-carboxylic acid). Reaction SMILES: [NH:1]1[C:11]2[C:6](=[CH:7][CH:8]=[CH:9][CH:10]=2)[C:4](=O)[C:2]1=[O:3].C([O-])(=[O:14])C.[Na+].[CH3:17][O:18][C:19]1[CH:24]=[CH:23][C:22]([CH2:25][C:26](O)=[O:27])=[CH:21][CH:20]=1>>[CH3:17][O:18][C:19]1[CH:20]=[CH:21][C:22]([C:25]2[C:26](=[O:27])[NH:1][C:11]3[C:6]([C:4]=2[C:2]([OH:14])=[O:3])=[CH:7][CH:8]=[CH:9][CH:10]=3)=[CH:23][CH:24]=1 |f:1.2|. Procedure details: 7.5 mmol of isatin (III), 1.875 mmol of sodium acetate, and 13.125 mmol p-methoxyphenylacetic acid were mixed, heated to 150-200° C. and refluxed for 1-5 h. The reaction was finished by TLC detection. The reaction solution was washed with petroleum ether and acetone successively. After separated by column chromatography, the title compound was obtained. Starting materials: Oc1ccc(C(=C2CCCCCC2)c2ccc(Br)cc2)cc1Cl, C=CC(=O)OCC, CCOC(C)=O, CN(C)C=O, O, Cl[Pd]Cl, c1ccc(P(c2ccccc2)c2ccccc2)cc1, c1ccc(P(c2ccccc2)c2ccccc2)cc1. The product is CCOC(=O)C=Cc1ccc(C(=C2CCCCCC2)c2ccc(O)c(Cl)c2)cc1. RXN SMILES: [Br:1][c:2]1[cH:3][cH:4][c:5]([C:8]([c:9]2[cH:10][c:11]([Cl:16])[c:12]([OH:15])[cH:13][cH:14]2)=[C:17]2[CH2:18][CH2:19][CH2:20][CH2:21][CH2:22][CH2:23]2)[cH:6][cH:7]1.[C:24]([CH:25]=[CH2:26])(=[O:27])[O:28][CH2:29][CH3:30].[CH3:78][CH2:79][O:80][C:81]([CH3:82])=[O:83].[O:31]=[CH:32][N:33]([CH3:34])[CH3:35].[OH2:36].[Pd:37]([Cl:38])[Cl:39].[c:40]1([P:41]([c:42]2[cH:43][cH:44][cH:45][cH:46][cH:47]2)[c:48]2[cH:49][cH:50][cH:51][cH:52][cH:53]2)[cH:54][cH:55][cH:56][cH:57][cH:58]1.[c:59]1([P:60]([c:61]2[cH:62][cH:63][cH:64][cH:65][cH:66]2)[c:67]2[cH:68][cH:69][cH:70][cH:71][cH:72]2)[cH:73][cH:74][cH:75][cH:76][cH:77]1>>[c:2]1([CH:26]=[CH:25][C:24](=[O:27])[O:28][CH2:29][CH3:30])[cH:3][cH:4][c:5]([C:8]([c:9]2[cH:10][c:11]([Cl:16])[c:12]([OH:15])[cH:13][cH:14]2)=[C:17]2[CH2:18][CH2:19][CH2:20][CH2:21][CH2:22][CH2:23]2)[cH:6][cH:7]1. The reactants are C1CCOC1, COC(=O)c1csc2cc(-c3ccc(OCc4c(C(F)(F)F)nnn4-c4c(Cl)cccc4Cl)cc3C)ccc12, CO, Cl, [Li+], [OH-], O. The product is Cc1cc(OCc2c(C(F)(F)F)nnn2-c2c(Cl)cccc2Cl)ccc1-c1ccc2c(C(=O)O)csc2c1. Reaction SMILES: [CH2:40]1[O:41][CH2:42][CH2:43][CH2:44]1.[CH3:1][O:2][C:3](=[O:4])[c:5]1[c:6]2[c:7]([s:8][cH:9]1)[cH:10][c:11](-[c:14]1[c:15]([CH3:39])[cH:16][c:17]([O:20][CH2:21][c:22]3[n:23](-[c:31]4[c:32]([Cl:38])[cH:33][cH:34][cH:35][c:36]4[Cl:37])[n:24][n:25][c:26]3[C:27]([F:28])([F:29])[F:30])[cH:18][cH:19]1)[cH:12][cH:13]2.[CH3:49][OH:50].[ClH:47].[Li+:46].[OH-:45].[OH2:48]>>[O:2]=[C:3]([OH:4])[c:5]1[c:6]2[c:7]([s:8][cH:9]1)[cH:10][c:11](-[c:14]1[c:15]([CH3:39])[cH:16][c:17]([O:20][CH2:21][c:22]3[n:23](-[c:31]4[c:32]([Cl:38])[cH:33][cH:34][cH:35][c:36]4[Cl:37])[n:24][n:25][c:26]3[C:27]([F:28])([F:29])[F:30])[cH:18][cH:19]1)[cH:12][cH:13]2. Reactants: NC1=CC=C(C=C1)[C@@H]1OC[C@H](OC1)CCCCC (trans-2-p-aminophenyl-5-pentyl-1,4-dioxane), C(CCCCC)I (hexyl iodide), C(=O)([O-])[O-].[K+].[K+] (K2CO3), C(=O)([O-])[O-].[K+].[K+] (K2CO3). The solvent is CN(C)C=O (DMF). Run at time 16 hour. Product: C(CCCCC)OC1=CC=C(C=C1)[C@@H]1OC[C@H](OC1)CCCCC (trans-2-p-hexoxyphenyl-5-pentyl-1,4-dioxane). RXN SMILES: N[C:2]1[CH:7]=[CH:6][C:5]([C@H:8]2[CH2:13][O:12][C@H:11]([CH2:14][CH2:15][CH2:16][CH2:17][CH3:18])[CH2:10][O:9]2)=[CH:4][CH:3]=1.[C:19]([O-:22])([O-])=O.[K+].[K+].[CH2:25](I)[CH2:26][CH2:27][CH2:28][CH2:29]C>CN(C=O)C>[CH2:19]([O:22][C:2]1[CH:7]=[CH:6][C:5]([C@H:8]2[CH2:13][O:12][C@H:11]([CH2:14][CH2:15][CH2:16][CH2:17][CH3:18])[CH2:10][O:9]2)=[CH:4][CH:3]=1)[CH2:25][CH2:26][CH2:27][CH2:28][CH3:29] |f:1.2.3|. Reported procedure: A mixture of 25 g. trans-2-p-hydroxyphenyl-5-pentyl-1,4-dioxane (obtainable by nitration of trans-2-phenyl-5-pentyl-1,4-dioxane, hydrogenation of the trans-2-p-nitrophenyl-5-pentyl-1,4-dioxane obtained to give trans-2-p-aminophenyl-5-pentyl-1,4-dioxane, diazotisation and hydrolysis), 6.9 g. K2CO3, 25 g. K2CO3, 25 g. hexyl iodide and 250 ml. DMF is heated, while stirring, for 16 hours at 80°, then cooled and up as usual. One obtains trans-2-p-hexoxyphenyl-5-pentyl-1,4-dioxane. Reactants: FC1=C(OC2=NC=NN3C2=C(C(=C3)OCCN3CCN(CC3)C)C)C=CC(=C1)[N+](=O)[O-] (4-(2-fluoro-4-nitrophenoxy)-5-methyl-6-(2-(4-methylpiperazin-1-yl)ethoxy)pyrrolo[2,1-f][1,2,4]triazine), [Cl-].[NH4+] (ammonium chloride). Reagents/catalysts: [Zn] (zinc). Run in CO (methanol), C1CCOC1 (THF). Reaction conditions: time 7 hour. Yields the product FC=1C=C(C=CC1OC1=NC=NN2C1=C(C(=C2)OCCN2CCN(CC2)C)C)N (3-Fluoro-4-(5-methyl-6-(2-(4-methylpiperazin-1-yl)ethoxy)pyrrolo[2,1-f]-[1,2,4]triazin-4-yloxy)benzenamine). Isolated yield 79.9%. RXN SMILES: [F:1][C:2]1[CH:28]=[C:27]([N+:29]([O-])=O)[CH:26]=[CH:25][C:3]=1[O:4][C:5]1[C:10]2=[C:11]([CH3:24])[C:12]([O:14][CH2:15][CH2:16][N:17]3[CH2:22][CH2:21][N:20]([CH3:23])[CH2:19][CH2:18]3)=[CH:13][N:9]2[N:8]=[CH:7][N:6]=1.[Cl-].[NH4+]>CO.C1COCC1.[Zn]>[F:1][C:2]1[CH:28]=[C:27]([NH2:29])[CH:26]=[CH:25][C:3]=1[O:4][C:5]1[C:10]2=[C:11]([CH3:24])[C:12]([O:14][CH2:15][CH2:16][N:17]3[CH2:18][CH2:19][N:20]([CH3:23])[CH2:21][CH2:22]3)=[CH:13][N:9]2[N:8]=[CH:7][N:6]=1 |f:1.2|. Procedure: To a mixture of 4-(2-fluoro-4-nitrophenoxy)-5-methyl-6-(2-(4-methylpiperazin-1-yl)ethoxy)pyrrolo[2,1-f][1,2,4]triazine (20 mg, 0.05 mmol) in anhydrous methanol (1 mL) and anhydrous THF (1 mL) at ambient temperature under nitrogen atmosphere was added zinc dust (33 mg, 50 mmol) and ammonium chloride (27 mg, 50 mmol). The reaction mixture was stirred for 7 h before the catalyst was filtered off and the filtrate was concentrated in vacuo to give a solid which was partitioned between chloroform and ... The reactants are FC(SCC(C)=O)(F)F (1-trifluoromethylthio-2-propanone), C(C)O (ethanol), FC(SCl)(F)F (trifluoromethanesulfenyl chloride), FC(SCl)(F)F (trifluoromethanesulfenyl chloride). Solvent: ClCCl (dichloromethane), ClCCl (dichloromethane). Reaction conditions: time 67 hour. The product is FC(SC(C(C)=O)SC(F)(F)F)(F)F (1,1-bis(trifluoromethylthio)-2-propanone), FC(SCC(CSC(F)(F)F)=O)(F)F (1,3-bis(trifluoromethylthio)-2-propanone). RXN SMILES: [F:1][C:2]([F:9])([F:8])[S:3][CH2:4][C:5](=[O:7])[CH3:6].C(O)C.[F:13][C:14]([F:18])([F:17])[S:15]Cl>ClCCl>[F:1][C:2]([F:9])([F:8])[S:3][CH:4]([S:15][C:14]([F:18])([F:17])[F:13])[C:5](=[O:7])[CH3:6].[F:1][C:2]([F:9])([F:8])[S:3][CH2:4][C:5](=[O:7])[CH2:6][S:15][C:14]([F:18])([F:17])[F:13]. Procedure details: Using the method of Example 3, a mixture of 1-trifluoromethylthio-2-propanone (0.15 mole), dichloromethane (75 ml), ethanol (0.3 g) and trifluoromethanesulfenyl chloride was loaded into a sealed metal reaction vessel. The reaction was carried out for 67 hours at room temperature. Most of the dichloromethane was removed by distillation. Vapor phase chromatography of the residual liquid showed about 55 percent unreacted 1-trifluoromethylthio-2-propanone and two products. The distillation residue w... Reactants: [Si](C)(C)(C(C)(C)C)Cl (t-butyldimethylsilyl chloride), N1C=NC=C1 (imidazole), N1=CN=C(C2=NC=CN=C12)NCCC1=CC=C(C=C1)O (4-[2-(Pteridin-4-ylamino)-ethyl]-phenol). The solvent is CN(C)C=O (DMF), CN(C)C=O (DMF), O (H2O). Reaction conditions: temperature 2.5 celsius, time 20 hour. Yields the product [Si](C)(C)(C(C)(C)C)OC1=CC=C(C=C1)CCNC1=NC=NC2=NC=CN=C12 ({2-[4-(tert-butyldimethylsilanyloxy)-phenyl]-ethyl}-pteridin-4-yl-amine). Yield: 92.1%. As a reaction SMILES: [N:1]1[C:10]2[C:5](=[N:6][CH:7]=[CH:8][N:9]=2)[C:4]([NH:11][CH2:12][CH2:13][C:14]2[CH:19]=[CH:18][C:17]([OH:20])=[CH:16][CH:15]=2)=[N:3][CH:2]=1.N1C=CN=C1.[Si:26](Cl)([C:29]([CH3:32])([CH3:31])[CH3:30])([CH3:28])[CH3:27]>CN(C=O)C.O>[Si:26]([O:20][C:17]1[CH:18]=[CH:19][C:14]([CH2:13][CH2:12][NH:11][C:4]2[C:5]3[C:10](=[N:9][CH:8]=[CH:7][N:6]=3)[N:1]=[CH:2][N:3]=2)=[CH:15][CH:16]=1)([C:29]([CH3:32])([CH3:31])[CH3:30])([CH3:28])[CH3:27]. Reported procedure: 4-[2-(Pteridin-4-ylamino)-ethyl]-phenol (1.0 g, 3.7 mmol) was partially dissolved in dry DMF (75 mL), treated with imidazole (630 mg, 9.3 mmol), cooled to 0-5° C. and treated dropwise with a solution of t-butyldimethylsilyl chloride (680 mg, 4.5 mmol) in DMF (15 mL). After warming to 25° C. the mixture was stirred for 20 h, diluted with H2O (75 mL) and extracted with EtOAc. The extracts were washed with H2O, brine, dried (Na2SO4), filtered and concentrated in vacuo to give {2-[4-(tert-butyldimet...